Dataset: the Open Reaction Database (ORD), a public repository of structured organic reaction records. Task: describe an organic reaction: reactants, conditions, products, and yield Reactants: [Zn](CC)CC (Et2Zn), C(I)I (CH2I2), [Zn](CC)CC (Et2Zn), C(C1=CC=CC=C1)OC(=O)C1CCC(CC1)=C (4-methylene-cyclohexanecarboxylic acid benzyl ester), C(I)I (CH2I2), [Zn](CC)CC (Et2Zn), C(I)I (CH2I2). Run in C1(=CC=CC=C1)C (toluene). Reaction conditions: time 30 minute. The product is C(C1=CC=CC=C1)OC(=O)C1CCC2(CC2)CC1 (spiro[2.5]octane-6-carboxylic acid benzyl ester). Yield: 77.1%. As a reaction SMILES: [Zn](CC)[CH2:2]C.[CH2:6]([O:13][C:14]([CH:16]1[CH2:21][CH2:20][C:19](=[CH2:22])[CH2:18][CH2:17]1)=[O:15])[C:7]1[CH:12]=[CH:11][CH:10]=[CH:9][CH:8]=1.C(I)I>C1(C)C=CC=CC=1>[CH2:6]([O:13][C:14]([CH:16]1[CH2:21][CH2:20][C:19]2([CH2:2][CH2:22]2)[CH2:18][CH2:17]1)=[O:15])[C:7]1[CH:12]=[CH:11][CH:10]=[CH:9][CH:8]=1. Reported procedure: Et2Zn (1.08 M solution in hexane, 5.23 ml, 5.65 mmol) was added to a solution of 4-methylene-cyclohexanecarboxylic acid benzyl ester (86.3 mg, 375 μmol) in toluene (1.4 ml), and the mixture was stirred at room temperature for 30 minutes. CH2I2 (500 μl, 6.22 mmol) was added to the reaction mixture at 0° C., and the mixture was stirred at 60° C. for 28 hours. Thereafter, Et2Zn (1.08 M solution in hexane, 2.60 ml, 2.22 mmol) and CH2I2 (260 μl, 3.23 mmol) were added to the reaction mixture, and the ...